The task is: describe an organic reaction: reactants, conditions, products, and yield. This data is from the Open Reaction Database (ORD), a public repository of structured organic reaction records. Procedure details: To 100E6 carboxylated microspheres (previously activated with sulfo-N-hydroxysuccinimide and EDC) in 0.5 mL of carbonate buffer (pH 9) was added 2 mg of 5-aminotropolone dissolved in 25 μL of dimethyl sulfoxide. The suspension was agitated for 4 hours, and the excess reagent was washed away from the microspheres. The reactants are S(=O)(=O)(O)C1C(=O)N(C(C1)=O)O (sulfo-N-hydroxysuccinimide), C(CCl)Cl (EDC), C1=CC(=O)C(=CC=C1N)O (5-aminotropolone). RXN SMILES: S(C1CC(=O)N(O)C1=O)(O)(=O)=O.C(Cl)CCl.[CH:17]1[C:24](N)=[CH:23][CH:22]=[C:21]([OH:26])[C:19](=[O:20])[CH:18]=1>C(=O)([O-])[O-].CS(C)=O>[CH:24]1[CH:17]=[CH:18][C:19](=[O:20])[C:21]([OH:26])=[CH:22][CH:23]=1. Run at time 4 hour. The product is C1=CC=C(C(=O)C=C1)O (Tropolone). Solvent: C([O-])([O-])=O (carbonate), CS(=O)C (dimethyl sulfoxide). The reactants are CCCCCCCCC1(O[Si](C)(C)C)C=C(SC)C(=O)C1C(O)CCCCCC(=O)OC, CC#N, F, [Na+], O=C([O-])O, c1ccncc1, c1ccncc1. As a reaction SMILES: [CH3:1][S:2][C:3]1=[CH:7][C:6]([O:8][Si:9]([CH3:10])([CH3:11])[CH3:12])([CH2:13][CH2:14][CH2:15][CH2:16][CH2:17][CH2:18][CH2:19][CH3:20])[CH:5]([CH:21]([CH2:22][CH2:23][CH2:24][CH2:25][CH2:26][C:27](=[O:28])[O:29][CH3:30])[OH:31])[C:4]1=[O:32].[CH3:51][C:52]#[N:53].[FH:45].[Na+:46].[OH:47][C:48](=[O:49])[O-:50].[cH:33]1[cH:34][cH:35][n:36][cH:37][cH:38]1.[n:39]1[cH:40][cH:41][cH:42][cH:43][cH:44]1>>[CH3:1][S:2][C:3]1=[CH:7][C:6]([OH:8])([CH2:13][CH2:14][CH2:15][CH2:16][CH2:17][CH2:18][CH2:19][CH3:20])[CH:5]([CH:21]([CH2:22][CH2:23][CH2:24][CH2:25][CH2:26][C:27](=[O:28])[O:29][CH3:30])[OH:31])[C:4]1=[O:32]. Yields the product CCCCCCCCC1(O)C=C(SC)C(=O)C1C(O)CCCCCC(=O)OC.